Dataset: the Open Reaction Database (ORD), a public repository of structured organic reaction records. Task: describe an organic reaction: reactants, conditions, products, and yield Reactants: Cc1noc(N)c1Br, CCc1sc2ccc(C)cc2c1S(=O)(=O)Cl, C1CCOC1, [H-], [Na+]. Yields the product CCc1sc2ccc(C)cc2c1S(=O)(=O)Nc1onc(C)c1Br. RXN SMILES: [Br:1][c:2]1[c:3]([CH3:8])[n:4][o:5][c:6]1[NH2:7].[CH2:11]([CH3:12])[c:13]1[c:14]([S:23](=[O:24])(=[O:25])[Cl:26])[c:15]2[c:16]([s:17]1)[cH:18][cH:19][c:20]([CH3:22])[cH:21]2.[CH2:27]1[O:28][CH2:29][CH2:30][CH2:31]1.[H-:10].[Na+:9]>>[Br:1][c:2]1[c:3]([CH3:8])[n:4][o:5][c:6]1[NH:7][S:23]([c:14]1[c:13]([CH2:11][CH3:12])[s:17][c:16]2[c:15]1[cH:21][c:20]([CH3:22])[cH:19][cH:18]2)(=[O:24])=[O:25]. Product: FC1=CC=C(C=C1)C1=NN(C(S1)C1=C(C=CC=C1)O)C(=O)C1=C(C=C(C=C1F)F)F ([5-(4-fluoro-phenyl)-2-(2-hydroxy-phenyl)-[1,3,4]thiadiazol-3-yl]-(2,4,6-trifluoro-phenyl)-methanone). Starting materials: FC1=CC=C(C=C1)C1=NN(C(S1)C1=C(C=CC=C1)O[Si](C(C)C)(C(C)C)C(C)C)C(=O)C1=C(C=C(C=C1F)F)F ([5-(4-Fluoro-phenyl)-2-(2-triisopropylsilanyloxy-phenyl)-[1,3,4]thiadiazol-3-yl]-(2,4,6-trifluoro-phenyl)-methanone), FC1=CC=C(C=C1)C1=NN(C(S1)C1=C(C(=CC=C1)OC)O[Si](C(C)C)(C(C)C)C(C)C)C(=O)C1=C(C=C(C=C1F)F)F ([5-(4-fluoro-phenyl)-2-(3-methoxy-2-triisopropylsilanyloxy-phenyl)-[1,3,4]thiadiazol-3-yl]-(2,4,6-trifluoro-phenyl)-methanone), [F-].C(CCC)[N+](CCCC)(CCCC)CCCC (tetrabutylammonium fluoride). Procedure: [5-(4-Fluoro-phenyl)-2-(2-triisopropylsilanyloxy-phenyl)-[1,3,4]thiadiazol-3-yl]-(2,4,6-trifluoro-phenyl)-methanone (41 μmol), prepared in a similar manner as described for [5-(4-fluoro-phenyl)-2-(3-methoxy-2-triisopropylsilanyloxy-phenyl)-[1,3,4]thiadiazol-3-yl]-(2,4,6-trifluoro-phenyl)-methanone in example 3, is treated with tetrabutylammonium fluoride (1.0 M in THF) (48 μmol) at room temperature for 40 minutes. The solvent is removed in vacuo and dried over MgSO4 to yield [5-(4-fluoro-phenyl)... As a reaction SMILES: [F:1][C:2]1[CH:7]=[CH:6][C:5]([C:8]2[S:12][CH:11]([C:13]3[CH:18]=[CH:17][CH:16]=[CH:15][C:14]=3[O:19][Si](C(C)C)(C(C)C)C(C)C)[N:10]([C:30]([C:32]3[C:37]([F:38])=[CH:36][C:35]([F:39])=[CH:34][C:33]=3[F:40])=[O:31])[N:9]=2)=[CH:4][CH:3]=1.FC1C=CC(C2SC(C3C=CC=C(OC)C=3O[Si](C(C)C)(C(C)C)C(C)C)N(C(C3C(F)=CC(F)=CC=3F)=O)N=2)=CC=1.[F-].C([N+](CCCC)(CCCC)CCCC)CCC>>[F:1][C:2]1[CH:7]=[CH:6][C:5]([C:8]2[S:12][CH:11]([C:13]3[CH:18]=[CH:17][CH:16]=[CH:15][C:14]=3[OH:19])[N:10]([C:30]([C:32]3[C:37]([F:38])=[CH:36][C:35]([F:39])=[CH:34][C:33]=3[F:40])=[O:31])[N:9]=2)=[CH:4][CH:3]=1 |f:2.3|. The reactants are COCOc1c(B(O)O)cc(C(C)(C)C)cc1C(C)(C)C, CC(=O)c1cc2c(I)cccc2s1, O=C([O-])[O-], CCO, Cc1ccccc1, [Na+], [Na+]. Yields the product COCOc1c(-c2cccc3sc(C(C)=O)cc23)cc(C(C)(C)C)cc1C(C)(C)C. As a reaction SMILES: [C:1]([CH3:2])([CH3:3])([CH3:4])[c:5]1[c:6]([O:18][CH2:19][O:20][CH3:21])[c:7]([B:15]([OH:16])[OH:17])[cH:8][c:9]([C:11]([CH3:12])([CH3:13])[CH3:14])[cH:10]1.[C:22]([CH3:23])(=[O:24])[c:25]1[cH:26][c:27]2[c:28]([s:29]1)[cH:30][cH:31][cH:32][c:33]2[I:34].[C:38](=[O:39])([O-:40])[O-:41].[CH3:35][CH2:36][OH:37].[CH3:44][c:45]1[cH:46][cH:47][cH:48][cH:49][cH:50]1.[Na+:42].[Na+:43]>>[C:1]([CH3:2])([CH3:3])([CH3:4])[c:5]1[c:6]([O:18][CH2:19][O:20][CH3:21])[c:7](-[c:33]2[c:27]3[cH:26][c:25]([C:22]([CH3:23])=[O:24])[s:29][c:28]3[cH:30][cH:31][cH:32]2)[cH:8][c:9]([C:11]([CH3:12])([CH3:13])[CH3:14])[cH:10]1.